This data is from the Open Reaction Database (ORD), a public repository of structured organic reaction records. The task is: describe an organic reaction: reactants, conditions, products, and yield Starting materials: CCC(=O)CN(C1CCN(C(C)C(=O)OC(C)(C)C)C1=O)S(=O)(=O)c1ccc2cc(Cl)ccc2c1, ClCCl, O=C(O)C(F)(F)F. The product is CCC(=O)CN(C1CCN(C(C)C(=O)O)C1=O)S(=O)(=O)c1ccc2cc(Cl)ccc2c1. As a reaction SMILES: [C:1]([CH3:2])([CH3:3])([CH3:4])[O:5][C:6]([CH:7]([CH3:8])[N:9]1[C:10](=[O:34])[CH:11]([N:14]([CH2:15][C:16]([CH2:17][CH3:18])=[O:19])[S:20](=[O:21])(=[O:22])[c:23]2[cH:24][c:25]3[cH:26][cH:27][c:28]([Cl:33])[cH:29][c:30]3[cH:31][cH:32]2)[CH2:12][CH2:13]1)=[O:35].[Cl:43][CH2:44][Cl:45].[OH:36][C:37]([C:38]([F:39])([F:40])[F:41])=[O:42]>>[O:5]=[C:6]([CH:7]([CH3:8])[N:9]1[C:10](=[O:34])[CH:11]([N:14]([CH2:15][C:16]([CH2:17][CH3:18])=[O:19])[S:20](=[O:21])(=[O:22])[c:23]2[cH:24][c:25]3[cH:26][cH:27][c:28]([Cl:33])[cH:29][c:30]3[cH:31][cH:32]2)[CH2:12][CH2:13]1)[OH:35]. Starting materials: ClC1=CC=C(C=C1)C1=C(CCC(C1)(C)C)C(C)O (1-(2-(4-chlorophenyl)-4,4-dimethylcyclohex-1-enyl)ethanol), CC(=O)OI1(C=2C=CC=CC2C(=O)O1)(OC(=O)C)OC(=O)C (Dess-Martin Periodinane). The solvent is CCOCC (ether), ClCCl (dichloromethane). Reaction conditions: time 3 hour. Yields the product ClC1=CC=C(C=C1)C1=C(CCC(C1)(C)C)C(C)=O (1-(2-(4-chlorophenyl)-4,4-dimethylcyclohex-1-enyl)ethanone). RXN SMILES: [Cl:1][C:2]1[CH:7]=[CH:6][C:5]([C:8]2[CH2:13][C:12]([CH3:15])([CH3:14])[CH2:11][CH2:10][C:9]=2[CH:16]([OH:18])[CH3:17])=[CH:4][CH:3]=1.CC(OI1(OC(C)=O)(OC(C)=O)OC(=O)C2C=CC=CC1=2)=O>ClCCl.CCOCC>[Cl:1][C:2]1[CH:3]=[CH:4][C:5]([C:8]2[CH2:13][C:12]([CH3:14])([CH3:15])[CH2:11][CH2:10][C:9]=2[C:16](=[O:18])[CH3:17])=[CH:6][CH:7]=1. Procedure: To a mixture of EXAMPLE 253A (1.18 g) in dichloromethane (20 ml) was slowly added Dess-Martin Periodinane (2.457 g). The reaction mixture was stirred at room temperature for 3 hours and diluted with ether. The resulting mixture was washed with aqueous NaOH and water. The organic layer was dried over Na2SO4 and concentrated. The residue was purified by flash chromatography, eluting with 0-100% dichloromethane in hexane to provide the title compound. The reactants are ClC1=CC=C2C=CC(=NC2=C1)COC1=CC2=C(OCC3=C(C2OCCC#N)C=CC=C3)C=C1 (2-(7-Chloroquinolin-2-yl)methoxy-11-(2-cyanoethoxy)-6,11-dihydrodibenz[b,e]oxepine), C[Sn](C)(C)N=[N+]=[N-] (trimethyltin azide). Yields the product ClC1=CC=C2C=CC(=NC2=C1)COC1=CC2=C(OCC3=C(C2OCCC2=NN=NN2)C=CC=C3)C=C1 (2-(7-Chloroquinolin-2-yl)methoxy-11-[2-(tetrazol-5-yl)ethoxy]-6,11-dihydrodibenz[b,e]oxepine). RXN SMILES: [Cl:1][C:2]1[CH:11]=[C:10]2[C:5]([CH:6]=[CH:7][C:8]([CH2:12][O:13][C:14]3[CH:33]=[CH:32][C:17]4[O:18][CH2:19][C:20]5[CH:31]=[CH:30][CH:29]=[CH:28][C:21]=5[CH:22]([O:23][CH2:24][CH2:25][C:26]#[N:27])[C:16]=4[CH:15]=3)=[N:9]2)=[CH:4][CH:3]=1.C[Sn]([N:38]=[N+:39]=[N-:40])(C)C>>[Cl:1][C:2]1[CH:11]=[C:10]2[C:5]([CH:6]=[CH:7][C:8]([CH2:12][O:13][C:14]3[CH:33]=[CH:32][C:17]4[O:18][CH2:19][C:20]5[CH:31]=[CH:30][CH:29]=[CH:28][C:21]=5[CH:22]([O:23][CH2:24][CH2:25][C:26]5[NH:40][N:39]=[N:38][N:27]=5)[C:16]=4[CH:15]=3)=[N:9]2)=[CH:4][CH:3]=1. Procedure: 2-(7-Chloroquinolin-2-yl)methoxy-11-(2-cyanoethoxy)-6,11-dihydrodibenz[b,e]oxepine and trimethyltin azide were used and reacted in the same manner as in Example 30 to obtain the title compound.